This data is from the Open Reaction Database (ORD), a public repository of structured organic reaction records. The task is: describe an organic reaction: reactants, conditions, products, and yield The reactants are C(C)OC(=O)C=1C(=NC(=NC1)C1=CC=CC=C1)NC1=C(C=CC=C1)N (5-ethoxycarbonyl-4-(2-aminoanilino)-2-phenylpyrimidine), O (water), [Na] (sodium), C(C)(=O)O (acetic acid). Run in C(C)O (ethanol), C(C)O (ethanol). The product is C1(=CC=CC=C1)C=1N=CC2=C(NC3=C(NC2=O)C=CC=C3)N1 (2-Phenyl-5,6-dihydropyrimido[4,5-b][1,5]benzodiazepin-5-one). RXN SMILES: C(O[C:4]([C:6]1[C:7]([NH:18][C:19]2[CH:24]=[CH:23][CH:22]=[CH:21][C:20]=2[NH2:25])=[N:8][C:9]([C:12]2[CH:17]=[CH:16][CH:15]=[CH:14][CH:13]=2)=[N:10][CH:11]=1)=[O:5])C.[Na].C(O)(=O)C.O>C(O)C>[C:12]1([C:9]2[N:10]=[CH:11][C:6]3[C:4](=[O:5])[NH:25][C:20]4[CH:21]=[CH:22][CH:23]=[CH:24][C:19]=4[NH:18][C:7]=3[N:8]=2)[CH:13]=[CH:14][CH:15]=[CH:16][CH:17]=1 |^1:25|. Procedure details: 78 g of 5-ethoxycarbonyl-4-(2-aminoanilino)-2-phenylpyrimidine are added to a freshly prepared boiling solution of 8 g (350 mmol) of sodium in 250 ml of absolute ethanol, while stirring. The suspension which has been formed thereby is heated under reflux for about 45 minutes until complete solution is effected. After cooling, the mixture is neutralized with 20 ml (350 mmol) of glacial acetic acid. 200 ml of ethanol and 200 ml of water are added, the precipitate is filtered off, washed with water... The reactants are C([O-])([O-])=O.[K+].[K+] (potassium carbonate), ClC1=NC(=NC(=N1)Cl)N1CCOCC1 (2,4-dichloro-6-morpholino-1,3,5-triazine), S1CNCC1 (thiazolidine). The solvent is CN(C)C=O (DMF), CN(C)C=O (DMF). Reaction conditions: time 8 hour. Product: ClC1=NC(=NC(=N1)N1CCOCC1)N1CSCC1 (2-chloro-4-morpholino-6-(3-thiazolidinyl)-1,3,5-triazine). The yield is 29.6%. Reaction SMILES: Cl[C:2]1[N:7]=[C:6]([Cl:8])[N:5]=[C:4]([N:9]2[CH2:14][CH2:13][O:12][CH2:11][CH2:10]2)[N:3]=1.C(=O)([O-])[O-].[K+].[K+].[S:21]1[CH2:25][CH2:24][NH:23][CH2:22]1>CN(C=O)C>[Cl:8][C:6]1[N:5]=[C:4]([N:9]2[CH2:14][CH2:13][O:12][CH2:11][CH2:10]2)[N:3]=[C:2]([N:23]2[CH2:24][CH2:25][S:21][CH2:22]2)[N:7]=1 |f:1.2.3|. Procedure details: The obtained 2,4-dichloro-6-morpholino-1,3,5-triazine (237 mg, 1.00 mmol) was dissolved in DMF (3 ml), added with anhydrous potassium carbonate (138 mg, 1.00 mmol) and cooled to -5° C.-0° C. This mixture was gradually added dropwise with thiazolidine (103 mg, 1.15 mmol) dissolved in DMF (1 ml). The reaction mixture was stirred at room temperature overnight and was evaporated under reduced pressure. The residue was added with ethyl acetate and water, and then shaken for mixing. The organic layer ... Reactants: CC(=O)N1CCN(CCCO)CC1, COc1cc2c(Oc3ccc4[nH]c(C)cc4c3F)cnnc2cc1O, CCOC(=O)N=NC(=O)OCC, CN(C)C=O, c1ccc(P(c2ccccc2)c2ccccc2)cc1. RXN SMILES: [C:57]([CH3:58])(=[O:59])[N:60]1[CH2:61][CH2:62][N:63]([CH2:66][CH2:67][CH2:68][OH:69])[CH2:64][CH2:65]1.[F:13][c:14]1[c:15]2[cH:16][c:17]([CH3:37])[nH:18][c:19]2[cH:20][cH:21][c:22]1[O:23][c:24]1[cH:25][n:26][n:27][c:28]2[cH:29][c:30]([OH:36])[c:31]([O:34][CH3:35])[cH:32][c:33]12.[O:1]=[C:2]([O:3][CH2:4][CH3:5])[N:6]=[N:7][C:8]([O:9][CH2:10][CH3:11])=[O:12].[O:70]=[CH:71][N:72]([CH3:73])[CH3:74].[c:38]1([P:39]([c:40]2[cH:41][cH:42][cH:43][cH:44][cH:45]2)[c:46]2[cH:47][cH:48][cH:49][cH:50][cH:51]2)[cH:52][cH:53][cH:54][cH:55][cH:56]1>>[F:13][c:14]1[c:15]2[cH:16][c:17]([CH3:37])[nH:18][c:19]2[cH:20][cH:21][c:22]1[O:23][c:24]1[cH:25][n:26][n:27][c:28]2[cH:29][c:30]([O:36][CH2:68][CH2:67][CH2:66][N:63]3[CH2:62][CH2:61][N:60]([C:57]([CH3:58])=[O:59])[CH2:65][CH2:64]3)[c:31]([O:34][CH3:35])[cH:32][c:33]12. Product: COc1cc2c(Oc3ccc4[nH]c(C)cc4c3F)cnnc2cc1OCCCN1CCN(C(C)=O)CC1. The reactants are BrC=1C=CC(=[N+](C1)[O-])C (5-Bromo-2-methylpyridine 1-oxide), [N+](=O)(O)[O-] (nitric acid), S(O)(O)(=O)=O (sulfuric acid), ice water. Conditions: temperature 90 celsius, time 20 hour. Product: BrC=1C(=CC(=[N+](C1)[O-])C)[N+](=O)[O-] (5-bromo-2-methyl-4-nitropyridine 1-oxide). RXN SMILES: [Br:1][C:2]1[CH:3]=[CH:4][C:5]([CH3:9])=[N+:6]([O-:8])[CH:7]=1.[N+:10]([O-])([OH:12])=[O:11].S(=O)(=O)(O)O>>[Br:1][C:2]1[C:3]([N+:10]([O-:12])=[O:11])=[CH:4][C:5]([CH3:9])=[N+:6]([O-:8])[CH:7]=1. Procedure details: 5-Bromo-2-methylpyridine 1-oxide (5.36 g) was added to a mixture of conc. nitric acid (10.1 mL) and conc. sulfuric acid (8.94 mL), and the mixture was stirred at 90° C. for 20 hr. The reaction mixture was poured into ice water, and the resulting pale-yellow precipitate was collected by filtration. The crude crystals were washed with water to give the title compound (3.83 g) as a pale-yellow solid. The filtrate was neutralized with 8N aqueous sodium hydroxide solution at room temperature, and ext... The reactants are C(C)C1=CC=C(S1)C=O (5-ethyl-2-thiophenecarboxaldehyde), [Cl-].[NH4+] (ammonium chloride), BrC1=CC(=CC=C1)Br (1,3-dibromobenzene), C(CCC)[Li] (n-butyl lithium). Solvent: O1CCCC1 (tetrahydrofuran), O1CCCC1 (tetrahydrofuran). Reaction conditions: time 10 minute. The product is BrC=1C=C(C=CC1)C(O)C=1SC(=CC1)CC (3-bromophenyl-5-ethyl-2-thienylmethanol). Isolated yield 70.1%. Reaction SMILES: Br[C:2]1[CH:7]=[CH:6][CH:5]=[C:4]([Br:8])[CH:3]=1.C([Li])CCC.[CH2:14]([C:16]1[S:20][C:19]([CH:21]=[O:22])=[CH:18][CH:17]=1)[CH3:15].[Cl-].[NH4+]>O1CCCC1>[Br:8][C:4]1[CH:3]=[C:2]([CH:21]([C:19]2[S:20][C:16]([CH2:14][CH3:15])=[CH:17][CH:18]=2)[OH:22])[CH:7]=[CH:6][CH:5]=1 |f:3.4|. Procedure details: A solution of 1,3-dibromobenzene (3.7 g) in tetrahydrofuran (25 ml) was cooled to −78° C. under argon atmosphere, and thereto was added dropwise n-butyl lithium (2.44 M hexane solution, 5.55 ml). The reaction mixture was stirred at the same temperature for 10 minutes, and thereto was added dropwise a solution of 5-ethyl-2-thiophenecarboxaldehyde (2.0 g) in tetrahydrofuran (10 ml). The mixture was stirred at the same temperature for 30 minutes, and thereto was added a saturated ammonium chloride ...